Dataset: the Open Reaction Database (ORD), a public repository of structured organic reaction records. Task: describe an organic reaction: reactants, conditions, products, and yield The reactants are N (ammonia), C(Cl)Cl (methylene chloride), O1CC(C1)OC(=O)C1=C(C=CC=C1)S(=O)(=O)Cl (2-(oxetan-3-oxycarbonyl)phenylsulfonyl chloride). Solvent: O (water). The product is O1CC(C1)OC(=O)C1=C(C=CC=C1)S(=O)(=O)N (2-(Oxetan-3-oxycarbonyl)phenylsulfonamide). RXN SMILES: [NH3:1].C(Cl)Cl.[O:5]1[CH2:8][CH:7]([O:9][C:10]([C:12]2[CH:17]=[CH:16][CH:15]=[CH:14][C:13]=2[S:18](Cl)(=[O:20])=[O:19])=[O:11])[CH2:6]1>O>[O:5]1[CH2:8][CH:7]([O:9][C:10]([C:12]2[CH:17]=[CH:16][CH:15]=[CH:14][C:13]=2[S:18]([NH2:1])(=[O:20])=[O:19])=[O:11])[CH2:6]1. Procedure: 2.5 g of ammonia are passed into a methylene chloride solution of 2-(oxetan-3-oxycarbonyl)phenylsulfonyl chloride (Example H6) at a temperature of 0° to 5° C. in the course of 45 minutes. By adding water to the reaction mixture, washing the organic phase with water, drying and evaporating it and crystallising the residue from a methylene chloride/diethyl ether mixture, 6.7 g of 2-(oxetan-3-oxycarbonyl)phenylsulfonamide of melting point 169° to 170° C. are obtained. Reactants: ClC(Cl)Cl, CC1(c2ccc(Cl)nc2)NS(=O)(=O)NC1c1ccc(Cl)c(F)c1, NCCN, C1COCCO1. Reaction SMILES: [CH:34]([Cl:35])([Cl:36])[Cl:37].[Cl:11][c:12]1[n:13][cH:14][c:15]([C:18]2([CH3:33])[NH:19][S:20](=[O:31])(=[O:32])[NH:21][CH:22]2[c:23]2[cH:24][c:25]([F:30])[c:26]([Cl:29])[cH:27][cH:28]2)[cH:16][cH:17]1.[NH2:1][CH2:2][CH2:3][NH2:4].[O:5]1[CH2:6][CH2:7][O:8][CH2:9][CH2:10]1>>[Cl:11][c:12]1[n:13][cH:14][c:15]([C:18]([NH2:19])([CH:22]([NH2:21])[c:23]2[cH:24][c:25]([F:30])[c:26]([Cl:29])[cH:27][cH:28]2)[CH3:33])[cH:16][cH:17]1. The product is CC(N)(c1ccc(Cl)nc1)C(N)c1ccc(Cl)c(F)c1.